This data is from the Open Reaction Database (ORD), a public repository of structured organic reaction records. The task is: describe an organic reaction: reactants, conditions, products, and yield Product: CS(=O)(=O)O.C(N)(=N)C=1OC2=C(C1)C=CC(=C2)O (2-amidino-6-hydroxybenzofuran methanesulfonate). The yield is 65.0%. Conditions: time 20 hour. Reaction SMILES: [C:1]([C:3]1[O:4][C:5]2[CH:11]=[C:10]([OH:12])[CH:9]=[CH:8][C:6]=2[CH:7]=1)#[N:2].Cl.CO.[NH3:16].[CH3:17][S:18]([OH:21])(=[O:20])=[O:19]>CO>[CH3:17][S:18]([OH:21])(=[O:20])=[O:19].[C:1]([C:3]1[O:4][C:5]2[CH:11]=[C:10]([OH:12])[CH:9]=[CH:8][C:6]=2[CH:7]=1)(=[NH:16])[NH2:2] |f:1.2,6.7|. The reactants are CS(=O)(=O)O (methanesulfonic acid), C(#N)C=1OC2=C(C1)C=CC(=C2)O (2Cyano-6-hydroxybenzofuran), Cl.CO (methanol-HCl), N (NH3). Solvent: CO (methanol). Procedure: 2Cyano-6-hydroxybenzofuran (Rene, L.; Buisson, J.-P.; Royer. R. Reaction induites par le chlorhydrate de pyridine. XVI. -Sur la desalcoylation des derives Bz-methoxyles de nitriles et amides coumariliques. Bull. Soc. Chim. 1974, 475-476; 1.45 g, 9.11 mmol) was added to a cooled, saturated methanol-HCl solution (10 mL) and the mixture was stirred for 20 h at ambient temperature. The reaction mixture was concentrated in vacuo to give a solid. The solid was suspended in anhydrous methanol (40 mL) a...